From a dataset of the Open Reaction Database (ORD), a public repository of structured organic reaction records. describe an organic reaction: reactants, conditions, products, and yield Reactants: CN1N=C(N=C1NCCCOC1=CC(=CC=C1)CN1CCCCC1)C=O (1-methyl-5-[[3-[3-(1-piperidinylmethyl)phenoxy]propyl]amino]-1H-1,2,4-triazole-3-carboxaldehyde), C(CC(=O)O)(=O)O (malonic acid), N1CCCCC1 (piperidine). Run in N1=CC=CC=C1 (pyridine). The product is O.CN1N=C(N=C1NCCCOC1=CC(=CC=C1)CN1CCCCC1)C=CC(=O)O (3-[1-Methyl-5-[[3-[3-(1-piperidinylmethyl)phenoxy]propyl]amino]-1H-1,2,4-triazol-3-yl]-2-propenoic acid hydrate). Yield: 192.6%. RXN SMILES: [CH3:1][N:2]1[C:6]([NH:7][CH2:8][CH2:9][CH2:10][O:11][C:12]2[CH:17]=[CH:16][CH:15]=[C:14]([CH2:18][N:19]3[CH2:24][CH2:23][CH2:22][CH2:21][CH2:20]3)[CH:13]=2)=[N:5][C:4]([CH:25]=O)=[N:3]1.C(O)(=O)[CH2:28][C:29]([OH:31])=[O:30].N1CCCCC1>N1C=CC=CC=1>[OH2:11].[CH3:1][N:2]1[C:6]([NH:7][CH2:8][CH2:9][CH2:10][O:11][C:12]2[CH:17]=[CH:16][CH:15]=[C:14]([CH2:18][N:19]3[CH2:20][CH2:21][CH2:22][CH2:23][CH2:24]3)[CH:13]=2)=[N:5][C:4]([CH:25]=[CH:28][C:29]([OH:31])=[O:30])=[N:3]1 |f:4.5|. Procedure: A solution of 1-methyl-5-[[3-[3-(1-piperidinylmethyl)phenoxy]propyl]amino]-1H-1,2,4-triazole-3-carboxaldehyde (0.8 g), malonic acid (0.23 g), piperidine (0.05 ml) and pyridine (5 ml) was heated at 90° for 4 h. The resulting solution was azeotroped with toluene to give a brown foam (0.9 g) which was partitioned between aqueous sodium hydroxide and diethyl ether. The aqueous layer was acidified (pH 5.5) to precipitate the title compound (0.4 g) as a white solid, m.p. 95°-100° [decomp].